This data is from the Open Reaction Database (ORD), a public repository of structured organic reaction records. The task is: describe an organic reaction: reactants, conditions, products, and yield The reactants are CC(C)(C)OC(=O)COc1ccc(CCN2C(=O)c3ccccc3C2=O)cc1[N+](=O)[O-], CCO, NN, O. Product: CC(C)(C)OC(=O)COc1ccc(CCN)cc1[N+](=O)[O-]. RXN SMILES: [C:4]1(=[O:5])[N:8]([CH2:9][CH2:10][c:11]2[cH:12][c:13]([N+:26](=[O:27])[O-:28])[c:14]([O:15][CH2:16][C:17](=[O:18])[O:19][C:20]([CH3:21])([CH3:22])[CH3:23])[cH:24][cH:25]2)[C:6](=[O:7])[c:29]2[cH:30][cH:31][cH:32][cH:33][c:34]21.[CH3:35][CH2:36][OH:37].[NH2:2][NH2:3].[OH2:1]>>[NH2:8][CH2:9][CH2:10][c:11]1[cH:12][c:13]([N+:26](=[O:27])[O-:28])[c:14]([O:15][CH2:16][C:17](=[O:18])[O:19][C:20]([CH3:21])([CH3:22])[CH3:23])[cH:24][cH:25]1. The reactants are C(C)(=O)N1CCNCC1 (1-acetylpiperazine), ClCC(=O)C1=CC=C(C=C1)F (2-chloro-4′-fluoroacetophenone), C(O)([O-])=O.[K+] (potassium hydrogen carbonate). The solvent is C(C)#N (acetonitrile). Reaction conditions: time 3 day. Yields the product Cl.C(C)(=O)N1CCN(CC1)CC(=O)C1=CC=C(C=C1)F (1-acetyl-4-(4-fluorophenylcarbonylmethyl)-piperazine hydrochloride). Isolated yield 99.9%. Reaction SMILES: [C:1]([N:4]1[CH2:9][CH2:8][NH:7][CH2:6][CH2:5]1)(=[O:3])[CH3:2].[Cl:10][CH2:11][C:12]([C:14]1[CH:19]=[CH:18][C:17]([F:20])=[CH:16][CH:15]=1)=[O:13].C(=O)([O-])O.[K+]>C(#N)C>[ClH:10].[C:1]([N:4]1[CH2:9][CH2:8][N:7]([CH2:11][C:12]([C:14]2[CH:19]=[CH:18][C:17]([F:20])=[CH:16][CH:15]=2)=[O:13])[CH2:6][CH2:5]1)(=[O:3])[CH3:2] |f:2.3,5.6|. Procedure details: A suspension of 1-acetylpiperazine (0.627 g), 2-chloro-4′-fluoroacetophenone (0.844 g), and potassium hydrogen carbonate (0.735 g) in acetonitrile (12 ml) was stirred at ambient temperature for 3 days. After removal of the solid by filtration, the filtrate was evaporated under reduced pressure to give a residue, which was chromatographed on silica gel (100 ml) eluting with 0%-5% methanol in dichloromethane. The objective compound of the free form was taken up into ethyl acetate (2 ml) and to the... Starting materials: ClC1=C2N(C(C(=C1)NC1=C3N(C=NC3=NC=N1)COCC[Si](C)(C)C)=O)C1(NC2=O)CCCCC1 (8′-chloro-6′-((7-((2-(trimethylsilyl)ethoxy)methyl)-7H-purin-6-yl)amino)-2′H-spiro[cyclohexane-1,3′-imidazo[1,5-a]pyridine]-1′,5′-dione), FC(C(=O)O)(F)F (trifluoroacetic acid). Run in ClCCl (dichloromethane). Conditions: time 8 hour. Yields the product ClC1=C2N(C(C(=C1)NC1=C3NC=NC3=NC=N1)=O)C1(CCCCC1)NC2=O (8-chloro-6-(7H-purin-6-ylamino)spiro[2H-imidazo[1,5-a]pyridine-3,1′-cyclohexane]-1,5-dione). As a reaction SMILES: [Cl:1][C:2]1[CH:7]=[C:6]([NH:8][C:9]2[N:17]=[CH:16][N:15]=[C:14]3[C:10]=2[N:11](COCC[Si](C)(C)C)[CH:12]=[N:13]3)[C:5](=[O:26])[N:4]2[C:27]3([CH2:35][CH2:34][CH2:33][CH2:32][CH2:31]3)[NH:28][C:29](=[O:30])[C:3]=12.FC(F)(F)C(O)=O>ClCCl>[Cl:1][C:2]1[CH:7]=[C:6]([NH:8][C:9]2[N:17]=[CH:16][N:15]=[C:14]3[C:10]=2[NH:11][CH:12]=[N:13]3)[C:5](=[O:26])[N:4]2[C:27]3([NH:28][C:29](=[O:30])[C:3]=12)[CH2:35][CH2:34][CH2:33][CH2:32][CH2:31]3. Procedure details: 8-Chloro-6-[[7-(2-trimethylsilylethoxy)purin-6-yl]amino]spiro[2H-imidazo[1,5-a]pyridine-3,1′-cyclohexane]-1,5-dione (5, 0.6 g, 1.2 mmol) was dissolved in dichloromethane (10 mL) in a flask and trifluoroacetic acid (1.36 g, 11.95 mmol) was added dropwise and stirred the mixture at room temperature overnight. After completion, evaporated the solvent under reduced pressure and the crude was basified by saturated aqueous solution of sodium bicarbonate to pH 8 and extracted with dichloromethane (2×50...